Dataset: the Open Reaction Database (ORD), a public repository of structured organic reaction records. Task: describe an organic reaction: reactants, conditions, products, and yield Starting materials: FC(C(=O)O)(F)F (Trifluoroacetic acid), ClC1=C(C=C(CN2CCC(CC2)NC(OC(C)(C)C)=O)C=C1)F (tert-Butyl 1-(4-chloro-3-fluorobenzyl)-4-piperidinylcarbamate), [OH-].[Na+] (sodium hydroxide). Solvent: ClCCl (dichloromethane). Conditions: time 2 hour. The product is ClC1=C(C=C(CN2CCC(CC2)N)C=C1)F (1-(4-chloro-3-fluorobenzyl)-4-piperidinamine). Yield: 39.2%. RXN SMILES: [Cl:1][C:2]1[CH:22]=[CH:21][C:5]([CH2:6][N:7]2[CH2:12][CH2:11][CH:10]([NH:13]C(=O)OC(C)(C)C)[CH2:9][CH2:8]2)=[CH:4][C:3]=1[F:23].FC(F)(F)C(O)=O.[OH-].[Na+]>ClCCl>[Cl:1][C:2]1[CH:22]=[CH:21][C:5]([CH2:6][N:7]2[CH2:12][CH2:11][CH:10]([NH2:13])[CH2:9][CH2:8]2)=[CH:4][C:3]=1[F:23] |f:2.3|. Reported procedure: tert-Butyl 1-(4-chloro-3-fluorobenzyl)-4-piperidinylcarbamate (1.80 g) in dichloromethane (20 ml) was stirred under nitrogen. Trifluoroacetic acid (5 ml) was then added dropwise and the reaction was left to stir for 2 hours. 1M sodium hydroxide was added to the reaction until basic, with the resulting solution being extracted three times with dichloromethane. The pooled organic phases were washed once with water, once with brine, dried over magnesium sulfate, filtered and the solvent removed und... Starting materials: [Br-], CC(C)(C)[O-], C[P+](c1ccccc1)(c1ccccc1)c1ccccc1, COCOc1ccc(C2CCCC(=O)C2)c(OCOC)c1, [K+], C1CCOC1. Product: C=C1CCCC(c2ccc(OCOC)cc2OCOC)C1. As a reaction SMILES: [Br-:28].[CH3:1][C:2]([CH3:3])([O-:4])[CH3:5].[CH3:29][P+:30]([c:31]1[cH:32][cH:33][cH:34][cH:35][cH:36]1)([c:37]1[cH:38][cH:39][cH:40][cH:41][cH:42]1)[c:43]1[cH:44][cH:45][cH:46][cH:47][cH:48]1.[CH3:7][O:8][CH2:9][O:10][c:11]1[c:12]([CH:21]2[CH2:22][C:23](=[O:27])[CH2:24][CH2:25][CH2:26]2)[cH:13][cH:14][c:15]([O:17][CH2:18][O:19][CH3:20])[cH:16]1.[K+:6].[O:49]1[CH2:50][CH2:51][CH2:52][CH2:53]1>>[CH2:1]=[C:23]1[CH2:22][CH:21]([c:12]2[c:11]([O:10][CH2:9][O:8][CH3:7])[cH:16][c:15]([O:17][CH2:18][O:19][CH3:20])[cH:14][cH:13]2)[CH2:26][CH2:25][CH2:24]1. Reactants: CC(=O)O, I, Nc1nc(Cl)c2[nH]cnc2n1, O. The product is Nc1nc(I)c2[nH]cnc2n1. Reaction SMILES: [CH3:13][C:14](=[O:15])[OH:16].[IH:12].[NH2:1][c:2]1[n:3][c:4]([Cl:11])[c:5]2[nH:6][cH:7][n:8][c:9]2[n:10]1.[OH2:17]>>[NH2:1][c:2]1[n:3][c:4]([I:12])[c:5]2[nH:6][cH:7][n:8][c:9]2[n:10]1. The reactants are ice, [OH-].[NH4+] (ammonium hydroxide), C(C)(C)(C)C1=CC=C(C=C1)C(=O)C(O[Si](C)(C)C(C)(C)C)C1=CC=NC=C1 (4-Pyridyl-t-butydimethylsilyloxymethyl 4-t-butylphenyl ketone), C(C)(=O)[O-].[NH4+] (ammonium acetate), ClC1=CC=C(C=O)C=C1 (4-chlorobenzaldehyde). The reagents and catalysts are C(C)(=O)[O-].[Cu+2].C(C)(=O)[O-] (copper (II) acetate). Solvent: C(C)(=O)OCC (ethyl acetate), C(C)(=O)O (acetic acid). Run at temperature 0 celsius, time 30 minute. Yields the product C(C)(C)(C)C1=CC=C(C=C1)C=1N=C(NC1C1=CC=NC=C1)C1=CC=C(C=C1)Cl (4-(4-t-Butylphenyl)-2-(4-chlorophenyl)-5-(4-pyridyl)imidazole). The yield is 59.0%. As a reaction SMILES: [C:1]([C:5]1[CH:10]=[CH:9][C:8]([C:11]([CH:13]([C:22]2[CH:27]=[CH:26][N:25]=[CH:24][CH:23]=2)O[Si](C(C)(C)C)(C)C)=O)=[CH:7][CH:6]=1)([CH3:4])([CH3:3])[CH3:2].C([O-])(=O)C.[NH4+:32].[Cl:33][C:34]1[CH:41]=[CH:40][C:37]([CH:38]=O)=[CH:36][CH:35]=1.[OH-].[NH4+:43]>C(O)(=O)C.C([O-])(=O)C.[Cu+2].C([O-])(=O)C.C(OCC)(=O)C>[C:1]([C:5]1[CH:6]=[CH:7][C:8]([C:11]2[N:32]=[C:38]([C:37]3[CH:40]=[CH:41][C:34]([Cl:33])=[CH:35][CH:36]=3)[NH:43][C:13]=2[C:22]2[CH:23]=[CH:24][N:25]=[CH:26][CH:27]=2)=[CH:9][CH:10]=1)([CH3:2])([CH3:3])[CH3:4] |f:1.2,4.5,7.8.9|. Procedure details: A solution of 4-pyridyl-t-butydimethylsilyloxymethyl 4-t-butylphenyl ketone from Step C (170 mg, 0.44 mmol), copper (II) acetate (161 mg, 0.89 mmol), ammonium acetate (342 mg, 4.44 mmol) and 4-chlorobenzaldehyde (78 mg, 0.56 mmol) in acetic acid (3 mL) was heated to 110° C. for 5 h. The reaction mixture was then cooled to 0° C. and ice (4 g), ethyl acetate (4 mL) and concentrated ammonium hydroxide solution (4 mL) were added. After stirring for 30 min, the phases were separated and the aqueous l... Starting materials: O=C(c1ncc[nH]1)c1ncc[nH]1, CCOc1cc(C(CC(=O)O)N2C(=O)c3ccc(O)cc3C2=O)ccc1OC, Cl, NO, C1CCOC1. Yields the product CCOc1cc(C(CC(=O)NO)N2C(=O)c3ccc(O)cc3C2=O)ccc1OC. RXN SMILES: [C:29]([c:30]1[nH:31][cH:32][cH:33][n:34]1)([c:35]1[nH:36][cH:37][cH:38][n:39]1)=[O:40].[CH2:1]([CH3:2])[O:3][c:4]1[cH:5][c:6]([CH:12]([CH2:13][C:14](=[O:15])[OH:16])[N:17]2[C:18](=[O:28])[c:19]3[c:20]([cH:23][c:24]([OH:27])[cH:25][cH:26]3)[C:21]2=[O:22])[cH:7][cH:8][c:9]1[O:10][CH3:11].[ClH:41].[NH2:42][OH:43].[O:44]1[CH2:45][CH2:46][CH2:47][CH2:48]1>>[CH2:1]([CH3:2])[O:3][c:4]1[cH:5][c:6]([CH:12]([CH2:13][C:14](=[O:15])[NH:42][OH:43])[N:17]2[C:18](=[O:28])[c:19]3[c:20]([cH:23][c:24]([OH:27])[cH:25][cH:26]3)[C:21]2=[O:22])[cH:7][cH:8][c:9]1[O:10][CH3:11]. Reactants: CC(=O)O, CCc1cccc2cccc(CC(N)CN)c12, CCO, N=CN. The product is CCc1cccc2cccc(CC3CNC=N3)c12. Reaction SMILES: [C:18]([OH:19])(=[O:20])[CH3:21].[CH2:1]([CH3:2])[c:3]1[cH:4][cH:5][cH:6][c:7]2[cH:8][cH:9][cH:10][c:11]([CH2:13][CH:14]([CH2:15][NH2:16])[NH2:17])[c:12]12.[CH3:25][CH2:26][OH:27].[CH:22]([NH2:23])=[NH:24]>>[CH2:1]([CH3:2])[c:3]1[cH:4][cH:5][cH:6][c:7]2[cH:8][cH:9][cH:10][c:11]([CH2:13][CH:14]3[CH2:15][NH:16][CH:18]=[N:17]3)[c:12]12. The reactants are CI (methyl iodide), CN1C(NN=C1C=1SC=CC1)=S (2,4-dihydro-4-methyl-5-(2-thienyl)-3H-1,2,4-triazole-3-thione), [OH-].[Na+] (NaOH). The solvent is C(C)O (ethanol). Reaction conditions: time 14 hour. The product is S1C(=CC=C1)C1=NN=C(N1C)SC (3-(2-Thienyl)-4-methyl-5-methylthio-4H-1,2,4-triazole). As a reaction SMILES: [CH3:1]I.[CH3:3][N:4]1[C:8]([C:9]2[S:10][CH:11]=[CH:12][CH:13]=2)=[N:7][NH:6][C:5]1=[S:14].[OH-].[Na+]>C(O)C>[S:10]1[CH:11]=[CH:12][CH:13]=[C:9]1[C:8]1[N:4]([CH3:3])[C:5]([S:14][CH3:1])=[N:6][N:7]=1 |f:2.3|. Reported procedure: A solution of methyl iodide (6.3 ml, 1.0×10-1 mole) in ethanol (32 ml) was added dropwise to a stirred, room temperature solution of 2,4-dihydro-4-methyl-5-(2-thienyl)-3H-1,2,4-triazole-3-thione (12.5 g, 6.34×10-2 mole) and 1 molar aqueous NaOH (142 ml, 1.42×10-1 mole). After being stirred for about 14 hours the reaction was extracted four times with EtOAc. The EtOAc extracts were combined, washed with saturated aqueous NaCl, and dried over anhydrous Na2SO4. The drying agent was removed by filtr... The reactants are CSC(N(C)C1=CC=CC=C1)=NC (S-methyl-N-phenyl-N,N'-dimethylisothiourea), NO (hydroxylamine), Cl.NO (hydroxylamine hydrochloride). Yields the product C1(=CC=CC=C1)N(C(=NO)NC)C (1-Phenyl-1,3-dimethyl-2-hydroxyguanidine). RXN SMILES: CS[C:3](=[N:12][CH3:13])[N:4]([C:6]1[CH:11]=[CH:10][CH:9]=[CH:8][CH:7]=1)[CH3:5].[NH2:14][OH:15].Cl.NO>>[C:6]1([N:4]([CH3:5])[C:3]([NH:12][CH3:13])=[N:14][OH:15])[CH:11]=[CH:10][CH:9]=[CH:8][CH:7]=1 |f:2.3|. Reported procedure: The above compound is also made by the reaction of S-methyl-N-phenyl-N,N'-dimethylisothiourea (3.3g, 0.017 mol) with hydroxylamine (0.088 mol) generated from hydroxylamine hydrochloride (5.86g, 0.088 mol) as in Example 1. The compound was confirmed by comparison of its NMR and thin layer chromatographic Rf values with a previously prepared compound. The yield was calculated to be about 1%. Starting materials: Cc1c(N)cccc1C(F)(F)F, O=C(C(=O)N1CCNCC1)c1cccs1. Yields the product Cc1c(N=C(C(=O)N2CCNCC2)c2cccs2)cccc1C(F)(F)F. Reaction SMILES: [CH3:16][c:17]1[c:18]([NH2:19])[cH:20][cH:21][cH:22][c:23]1[C:24]([F:25])([F:26])[F:27].[N:1]1([C:7]([C:8](=[O:9])[c:10]2[s:11][cH:12][cH:13][cH:14]2)=[O:15])[CH2:2][CH2:3][NH:4][CH2:5][CH2:6]1>>[N:1]1([C:7]([C:8]([c:10]2[s:11][cH:12][cH:13][cH:14]2)=[N:19][c:18]2[c:17]([CH3:16])[c:23]([C:24]([F:25])([F:26])[F:27])[cH:22][cH:21][cH:20]2)=[O:15])[CH2:2][CH2:3][NH:4][CH2:5][CH2:6]1.